Dataset: the Open Reaction Database (ORD), a public repository of structured organic reaction records. Task: describe an organic reaction: reactants, conditions, products, and yield Reactants: CN1C=C(C=CC1=O)C2=C(N=C(C=C2)N)OC, CN1CC(OC2=C(C1)C=CC(=N2)Cl)CC(F)(F)F. The reagents and catalysts are CCC(C)(C)[O-].[Na+], CC1(C2=C(C(=CC=C2)P(C3=CC=CC=C3)C4=CC=CC=C4)OC5=C1C=CC=C5P(C6=CC=CC=C6)C7=CC=CC=C7)C, CC(=O)O.CC(=O)O.[Pd]. Solvent: C1COCCO1. Reaction conditions: temperature 120 celsius. Product: CN1CC(OC2=C(C1)C=CC(=N2)NC3=NC(=C(C=C3)C4=CN(C(=O)C=C4)C)OC)CC(F)(F)F. Isolated yield 26.8%. Procedure: A mixture of 5-(6-amino-2-methoxypyridin-3-yl)-1-methylpyridin-2(1H)-one (0.2 g, 0.86 mmol), 8-chloro-4-methyl-2-(2,2,2-trifluoroethyl)-2,3,4,5-tetrahydropyrido[3,2-f][1,4]oxazepine (0.243 g, 0.86 mmol), Palladium(II) acetate (0.019 g, 0.09 mmol), 9,9-Dimethyl-4,5-bis(diphenylphosphino)xanthene (0.050 g, 0.09 mmol) and Sodium tert-pentoxide (0.114 g, 1.04 mmol) in dioxane (1.5 mL) was heated by microwave irradiation to 120 °C for 30 min. The mixture was allowed to cool. DCM (5 mL) was added and ... Reactants: BrB(Br)Br, COC(=O)c1cc([N+](=O)[O-])ccc1-c1cccnc1OC, CCOC(C)=O, ClCCl. The product is COC(=O)c1cc([N+](=O)[O-])ccc1-c1cccnc1O. As a reaction SMILES: [B:22]([Br:23])([Br:24])[Br:25].[CH3:1][O:2][c:3]1[n:4][cH:5][cH:6][cH:7][c:8]1-[c:9]1[c:10]([C:11](=[O:12])[O:13][CH3:14])[cH:15][c:16]([N+:19](=[O:20])[O-:21])[cH:17][cH:18]1.[CH3:26][CH2:27][O:28][C:29](=[O:30])[CH3:31].[Cl:32][CH2:33][Cl:34]>>[OH:2][c:3]1[n:4][cH:5][cH:6][cH:7][c:8]1-[c:9]1[c:10]([C:11](=[O:12])[O:13][CH3:14])[cH:15][c:16]([N+:19](=[O:20])[O-:21])[cH:17][cH:18]1. The reactants are Cl (hydrochloric acid), C(=C)C(=O)C (methyl vinyl ketone), [OH-].[Na+] (sodium hydroxide), O=C(C(=O)OCC)C(C)C1=CC=CC=C1 (ethyl (RS)-2-oxo-3-phenylbutyrate). Run in C(C)O (ethanol). Reaction conditions: temperature 20 celsius, time 2 hour. Product: OC1(C(CCC(C1)=O)(C1=CC=CC=C1)C)C(=O)O ((1RS,2RS)-1-hydroxy-2-methyl-5-oxo-2-phenylcyclohexane-1-carboxylic acid). Yield: 54.5%. Reaction SMILES: [CH:1]([C:3]([CH3:5])=[O:4])=[CH2:2].[OH-].[Na+].[O:8]=[C:9]([CH:15]([C:17]1[CH:22]=[CH:21][CH:20]=[CH:19][CH:18]=1)[CH3:16])[C:10]([O:12]CC)=[O:11].Cl>C(O)C>[OH:8][C:9]1([C:10]([OH:12])=[O:11])[CH2:5][C:3](=[O:4])[CH2:1][CH2:2][C:15]1([CH3:16])[C:17]1[CH:18]=[CH:19][CH:20]=[CH:21][CH:22]=1 |f:1.2|. Reported procedure: 3.5 cm3 (39 mmol) of methyl vinyl ketone and 72 cm3 (71.5 mmol) of a normal aqueous sodium hydroxide solution were successively added to a solution, cooled to the region of 7° C., of 6.7 g (32.5 mmol) of ethyl (RS)-2-oxo-3-phenylbutyrate in 68 cm3 of ethanol and then the reaction mixture was stirred at a temperature in the region of 20° C. for two hours. The reaction mixture was cooled to 15° C. and 72 cm3 of a normal aqueous hydrochloric acid solution were added. After concentrating the ethanol... The reactants are O=[N+]([O-])c1ccc(NCc2ccccc2)c([N+](=O)[O-])c1, CO, [Cl-], [NH4+]. The product is Nc1cc([N+](=O)[O-])ccc1NCc1ccccc1. Reaction SMILES: [CH2:1]([c:2]1[cH:3][cH:4][cH:5][cH:6][cH:7]1)[NH:8][c:9]1[c:10]([N+:18]([O-:19])=[O:20])[cH:11][c:12]([N+:15](=[O:16])[O-:17])[cH:13][cH:14]1.[CH3:23][OH:24].[Cl-:21].[NH4+:22]>>[CH2:1]([c:2]1[cH:3][cH:4][cH:5][cH:6][cH:7]1)[NH:8][c:9]1[c:10]([NH2:18])[cH:11][c:12]([N+:15](=[O:16])[O-:17])[cH:13][cH:14]1. Reactants: C(=O)(OC(C)(C)C)N[C@H]([C@H](C[C@H](C(=O)O)CC1=CC=CC=C1)O)CC1=CC=C(C=C1)OCC1=CC=CC=C1 (5(S)-(Boc-amino)-4(S)-hydroxy-6-(p-benzyloxyphenyl)-2(R)-(phenylmethyl)-hexanoic acid), C(C)(C)(C)[Si](Cl)(C)C (tert-butyldimethylchlorosilane), N1C=NC=C1 (imidazole), silyl ester, C([O-])([O-])=O.[K+].[K+] (potassium carbonate), crude product. The solvent is CN(C)C=O (DMF), CO.C1CCOC1.O (methanol THF water), CCCCCC.C(C)(=O)OCC (hexane ethyl acetate). RXN SMILES: [C:1]([NH:8][C@@H:9]([CH2:24][C:25]1[CH:30]=[CH:29][C:28]([O:31][CH2:32][C:33]2[CH:38]=[CH:37][CH:36]=[CH:35][CH:34]=2)=[CH:27][CH:26]=1)[C@@H:10]([OH:23])[CH2:11][C@@H:12]([CH2:16][C:17]1[CH:22]=[CH:21][CH:20]=[CH:19][CH:18]=1)[C:13]([OH:15])=[O:14])([O:3][C:4]([CH3:7])([CH3:6])[CH3:5])=[O:2].[C:39]([Si:43]([CH3:46])([CH3:45])Cl)([CH3:42])([CH3:41])[CH3:40].N1C=CN=C1.C(=O)([O-])[O-].[K+].[K+]>CN(C=O)C.CO.C1COCC1.O.CCCCCC.C(OCC)(=O)C>[C:1]([NH:8][C@@H:9]([CH2:24][C:25]1[CH:26]=[CH:27][C:28]([O:31][CH2:32][C:33]2[CH:38]=[CH:37][CH:36]=[CH:35][CH:34]=2)=[CH:29][CH:30]=1)[C@@H:10]([O:23][Si:43]([C:39]([CH3:42])([CH3:41])[CH3:40])([CH3:46])[CH3:45])[CH2:11][C@@H:12]([CH2:16][C:17]1[CH:22]=[CH:21][CH:20]=[CH:19][CH:18]=1)[C:13]([OH:15])=[O:14])([O:3][C:4]([CH3:6])([CH3:7])[CH3:5])=[O:2] |f:3.4.5,7.8.9,10.11|. Product: C(=O)(OC(C)(C)C)N[C@H]([C@H](C[C@H](C(=O)O)CC1=CC=CC=C1)O[Si](C)(C)C(C)(C)C)CC1=CC=C(C=C1)OCC1=CC=CC=C1 (5(S)-(Boc-amino)-4(S)-(tert-butyldimethylsilyloxy)-6-(p-benzyloxyphenyl)-2(R)-(phenylmethyl)-hexanoic acid). Reported procedure: Analogously to Example 1j), 1.04 g (2.00 mmol) of 5(S)-(Boc-amino)-4(S)-hydroxy-6-(p-benzyloxyphenyl)-2(R)-(phenylmethyl)-hexanoic acid in 7 ml of DMF are silylated with 1.39 g (9.0 mmol) of tert-butyldimethylchlorosilane and 1.12 g (16.4 mmol) of imidazole. Hydrolysis of the silyl ester function with 1.6 g of potassium carbonate in 46 ml of methanol/THF/water 3:1:1 and column chromatography (SiO2, hexane/ethyl acetate 4:1→2:1→1:2) of the crude product yields the title compound: TLC Rf (A)=0.69. The reactants are ice water, BrCC(=O)C(C)(C)C (Bromomethyl tert-butylketone), C([O-])([O-])=O.[K+].[K+] (potassium carbonate), O=C1[C@@H](CN(C2=C(N1)C=CC=C2)C2CCCCC2)NC(=O)NC2=CC(=CC=C2)C(=O)OC(C)(C)C ((R)-(−)-1-(2-oxo-5-cyclohexyl-1,3,4,5-tetrahydro-2H-1,5-benzodiazepin-3-yl)-3-(3-tert-butoxycarbonylphenyl)urea). The reagents and catalysts are [Br-].C(CCC)[N+](CCCC)(CCCC)CCCC (tetra n-butylammonium bromide), [I-].[K+] (potassium iodide). Run in CS(=O)C (dimethylsulfoxide). Run at time 2 hour. Product: C(C)(C)(C)C(=O)CN1C([C@@H](CN(C2=C1C=CC=C2)C2CCCCC2)NC(=O)NC2=CC(=CC=C2)C(=O)OC(C)(C)C)=O ((R)-(−)-1-(1-tert-butylcarbonylmethyl-2-oxo-5-cyclohexyl-1,3,4,5-tetrahydro-2H-1,5-benzodiazepin-3-yl)-3-(3-tert-butoxycarbonylphenyl)urea). Isolated yield 95.0%. Reaction SMILES: Br[CH2:2][C:3]([C:5]([CH3:8])([CH3:7])[CH3:6])=[O:4].C(=O)([O-])[O-].[K+].[K+].[O:15]=[C:16]1[NH:22][C:21]2[CH:23]=[CH:24][CH:25]=[CH:26][C:20]=2[N:19]([CH:27]2[CH2:32][CH2:31][CH2:30][CH2:29][CH2:28]2)[CH2:18][C@H:17]1[NH:33][C:34]([NH:36][C:37]1[CH:42]=[CH:41][CH:40]=[C:39]([C:43]([O:45][C:46]([CH3:49])([CH3:48])[CH3:47])=[O:44])[CH:38]=1)=[O:35]>[Br-].C([N+](CCCC)(CCCC)CCCC)CCC.CS(C)=O.[I-].[K+]>[C:5]([C:3]([CH2:2][N:22]1[C:21]2[CH:23]=[CH:24][CH:25]=[CH:26][C:20]=2[N:19]([CH:27]2[CH2:28][CH2:29][CH2:30][CH2:31][CH2:32]2)[CH2:18][C@@H:17]([NH:33][C:34]([NH:36][C:37]2[CH:42]=[CH:41][CH:40]=[C:39]([C:43]([O:45][C:46]([CH3:48])([CH3:47])[CH3:49])=[O:44])[CH:38]=2)=[O:35])[C:16]1=[O:15])=[O:4])([CH3:8])([CH3:7])[CH3:6] |f:1.2.3,5.6,8.9|. Procedure details: Bromomethyl tert-butylketone (2.95 g), potassium iodide (125 mg), tetra n-butylammonium bromide (145 mg) and potassium carbonate (2.07 g) were added to a solution of (R)-(−)-1-(2-oxo-5-cyclohexyl-1,3,4,5-tetrahydro-2H-1,5-benzodiazepin-3-yl)-3-(3-tert-butoxycarbonylphenyl)urea (7.18 g) in dimethylsulfoxide (100ml), the mixture was stirred for 2hours at room temperature. The reaction mixture was poured into ice-water, extracted with ethyl acetate. The organic layer was washed with saturated brine...